From a dataset of the Open Reaction Database (ORD), a public repository of structured organic reaction records. describe an organic reaction: reactants, conditions, products, and yield Reactants: C(C)(C)(C)OC(=O)N1C2=C(C=3C=C(C=CC13)Cl)CC(C2)C(C)(C(=O)OC)S(=O)(=O)C2=CC=CC=C2 ((RS,SR)-2-(1-benzenesulfonyl-1-methoxycarbonyl-ethyl)-7-chloro-2,3-dihydro-1H-cyclopenta[b]indole-4-carboxylic acid tert-butyl ester), [H-].[H-].[H-].[H-].[Li+].[Al+3] (LiAlH4). Run in C1CCOC1 (THF). Conditions: time 40 minute. Product: C(C)(C)(C)OC(=O)N1C2=C(C=3C=C(C=CC13)Cl)CC(C2)C(CO)(C)S(=O)(=O)C2=CC=CC=C2 ((RS,SR)-2-(1-benzenesulfonyl-2-hydroxy-1-methyl-ethyl)-7-chloro-2,3-dihydro-1H-cyclopenta[b]indole-4-carboxylic acid tert-butyl ester). Yield: 35.2%. Reaction SMILES: [C:1]([O:5][C:6]([N:8]1[C:16]2[CH:15]=[CH:14][C:13]([Cl:17])=[CH:12][C:11]=2[C:10]2[CH2:18][CH:19]([C:21]([S:27]([C:30]3[CH:35]=[CH:34][CH:33]=[CH:32][CH:31]=3)(=[O:29])=[O:28])([C:23](OC)=[O:24])[CH3:22])[CH2:20][C:9]1=2)=[O:7])([CH3:4])([CH3:3])[CH3:2].[H-].[H-].[H-].[H-].[Li+].[Al+3]>C1COCC1>[C:1]([O:5][C:6]([N:8]1[C:16]2[CH:15]=[CH:14][C:13]([Cl:17])=[CH:12][C:11]=2[C:10]2[CH2:18][CH:19]([C:21]([S:27]([C:30]3[CH:31]=[CH:32][CH:33]=[CH:34][CH:35]=3)(=[O:28])=[O:29])([CH3:22])[CH2:23][OH:24])[CH2:20][C:9]1=2)=[O:7])([CH3:2])([CH3:3])[CH3:4] |f:1.2.3.4.5.6|. Reported procedure: 152 mg (0.29 mmol) (RS,SR)-2-(1-benzenesulfonyl-1-methoxycarbonyl-ethyl)-7-chloro-2,3-dihydro-1H-cyclopenta[b]indole-4-carboxylic acid tert-butyl ester were dissolved in 3 mL dry THF at RT. 0.32 mL (0.32 mmol, 1.1 eq) of LiAlH4 (1M in THF) were added dropwise. The reaction mixture was stirred for 1 hour and 40 minutes. The reaction was quenched with a saturated NaHCO3 solution. The organic phase was washed with brine, dried over Na2SO4, filtered and evaporated. Column chromatography on silica ge... Procedure: The preparation is carried out analogously to the procedure of example 4A using 19.0 g (184 mmol) of D,L-alanine methyl ester hydrochloride and 35.14 g (184 mmol) of decanoyl chloride. Yields the product C(CCCCCCCCC)(=O)NC(C(=O)O)C (2-Decanoylaminopropionic Acid). RXN SMILES: Cl.C[O:3][C:4](=[O:8])[CH:5]([CH3:7])[NH2:6].[C:9](Cl)(=[O:19])[CH2:10][CH2:11][CH2:12][CH2:13][CH2:14][CH2:15][CH2:16][CH2:17][CH3:18]>>[C:9]([NH:6][CH:5]([CH3:7])[C:4]([OH:3])=[O:8])(=[O:19])[CH2:10][CH2:11][CH2:12][CH2:13][CH2:14][CH2:15][CH2:16][CH2:17][CH3:18] |f:0.1|. The reactants are Cl.COC(C(N)C)=O (D,L-alanine methyl ester hydrochloride), C(CCCCCCCCC)(=O)Cl (decanoyl chloride). Reactants: ON=C(C=1SC=CC1)C1=CN=CN1C (N-hydroxy-1-(1-methyl-1H-imidazol-5-yl)-1-(2-thienyl)methanimine), BrCC1=CC=CC(=N1)N1C(C2=CC=CC=C2C1=O)=O (2-[6-(bromomethyl)pyridin-2-yl]-1H-isoindole-1,3(2H)-dione), C([O-])([O-])=O.[Cs+].[Cs+] (cesium carbonate), [I-].[K+] (potassium iodide). Solvent: C(C)#N (acetonitrile). Run at time 24 hour. Product: CN1C=NC=C1C(C=1SC=CC1)=NOCC1=CC=CC(=N1)N1C(C2=CC=CC=C2C1=O)=O (2-{6-[({[(1-methyl-1H-imidazol-5-yl)(2-thienyl)methylene]amino}oxy)methyl]pyridin-2-yl}-1H-isoindole-1,3(2H)-dione). Isolated yield 90.1%. Reaction SMILES: [OH:1][N:2]=[C:3]([C:9]1[N:13]([CH3:14])[CH:12]=[N:11][CH:10]=1)[C:4]1[S:5][CH:6]=[CH:7][CH:8]=1.Br[CH2:16][C:17]1[N:22]=[C:21]([N:23]2[C:31](=[O:32])[C:30]3[C:25](=[CH:26][CH:27]=[CH:28][CH:29]=3)[C:24]2=[O:33])[CH:20]=[CH:19][CH:18]=1.C(=O)([O-])[O-].[Cs+].[Cs+].[I-].[K+]>C(#N)C>[CH3:14][N:13]1[C:9]([C:3](=[N:2][O:1][CH2:16][C:17]2[N:22]=[C:21]([N:23]3[C:24](=[O:33])[C:25]4[C:30](=[CH:29][CH:28]=[CH:27][CH:26]=4)[C:31]3=[O:32])[CH:20]=[CH:19][CH:18]=2)[C:4]2[S:5][CH:6]=[CH:7][CH:8]=2)=[CH:10][N:11]=[CH:12]1 |f:2.3.4,5.6|. Procedure details: To a solution of N-hydroxy-1-(1-methyl-1H-imidazol-5-yl)-1-(2-thienyl)methanimine (4.10 g, 19.8 mmol) and 2-[6-(bromomethyl)pyridin-2-yl]-1H-isoindole-1,3(2H)-dione (6.89 g, 21.7 mmol) in acetonitrile (100 mL) were added cesium carbonate (13.5 g, 41.4 mmol) and potassium iodide (328 mg, 1.98 mmol). After stirring at room temperature for 24 h, the reaction mixture was filtered, the insolubles washed with ethyl acetate, and the combined filtrates concentrated in vacuo. Purification on silica gel a... Reactants: OC1=CC=C(C(=O)C2=C(OC3=C2C=CC=C3)C3=CC=CC=C3)C=C1 (3-(4-hydroxybenzoyl)-2-phenylbenzofuran), CN(CCCCl)C (3-dimethylaminopropyl chloride). Yields the product CN(CCCOC1=CC=C(C(=O)C2=C(OC3=C2C=CC=C3)C3=CC=CC=C3)C=C1)C (3-[4-(3-dimethylaminopropoxy)benzoyl]-2-phenylbenzofuran). As a reaction SMILES: [OH:1][C:2]1[CH:24]=[CH:23][C:5]([C:6]([C:8]2[C:12]3[CH:13]=[CH:14][CH:15]=[CH:16][C:11]=3[O:10][C:9]=2[C:17]2[CH:22]=[CH:21][CH:20]=[CH:19][CH:18]=2)=[O:7])=[CH:4][CH:3]=1.[CH3:25][N:26]([CH3:31])[CH2:27][CH2:28][CH2:29]Cl>>[CH3:25][N:26]([CH3:31])[CH2:27][CH2:28][CH2:29][O:1][C:2]1[CH:3]=[CH:4][C:5]([C:6]([C:8]2[C:12]3[CH:13]=[CH:14][CH:15]=[CH:16][C:11]=3[O:10][C:9]=2[C:17]2[CH:18]=[CH:19][CH:20]=[CH:21][CH:22]=2)=[O:7])=[CH:23][CH:24]=1. Reported procedure: When 3-(4-hydroxybenzoyl)-2-phenylbenzofuran is reacted with 3-dimethylaminopropyl chloride by the procedure described in Example 1, 3-[4-(3-dimethylaminopropoxy)benzoyl]-2-phenylbenzofuran is obtained. Procedure: The fungicidal preparations containing the inorganic copper fungicide and chemicals (such as fungicides, etc.) other than ingredients (a) and (b) include a Bordeaux mixture containing basic copper calcium sulfate; copper-sulfur fungicides, such as Engei Bordeaux (trade name, produced by Sankei Chemical Co., Ltd.), etc.; copper-validamycin fungicides; copper-validamycin-fthalide fungicides; copper-pyrifencox fungicides; copper(I)-vinclozolin fungicides; copper-fThalide fungicides; copper-procymid... The reactants are [Cu].C1[C@@H]([C@H]([C@@H]([C@H]([C@H]1N[C@H]2C=C([C@H]([C@@H]([C@H]2O)O)O)CO)O)O)O[C@H]3[C@@H]([C@H]([C@@H]([C@H](O3)CO)O)O)O)CO (copper validamycin), [Cu+].CC1(C(=O)N(C(=O)O1)C=2C=C(C=C(C2)Cl)Cl)C=C (copper(I) vinclozolin), [Cu].C1C2=C(C(=C(C(=C2Cl)Cl)Cl)Cl)C(=O)O1 (copper fThalide), [Cu].C1[C@@H]([C@H]([C@@H]([C@H]([C@H]1N[C@H]2C=C([C@H]([C@@H]([C@H]2O)O)O)CO)O)O)O[C@H]3[C@@H]([C@H]([C@@H]([C@H](O3)CO)O)O)O)CO.C1C2=C(C(=C(C(=C2Cl)Cl)Cl)Cl)C(=O)O1 (copper validamycin fthalide), copper-pyrifencox. As a reaction SMILES: [Cu:1].[CH2:2]1[C@H](N[C@@H]2[C@H](O)[C@@H](O)[C@H](O)C(CO)=C2)[C@H](O)[C@@H](O)[C@H](O[C@@H]2O[C@H](CO)[C@@H](O)[C@H](O)[C@H]2O)[C@H]1CO.[Cu].C1[C@H](N[C@@H]2[C@H](O)[C@@H](O)[C@H](O)C(CO)=C2)[C@H](O)[C@@H](O)[C@H](O[C@@H]2O[C@H](CO)[C@@H](O)[C@H](O)[C@H]2O)[C@H]1CO.C1OC(=O)C2C(Cl)=C(Cl)C(Cl)=C(Cl)C1=2.[Cu+].[CH3:86][C:87]1([CH:102]=[CH2:103])O[C:91](=[O:92])[N:90]([C:94]2[CH:95]=[C:96]([Cl:101])[CH:97]=[C:98]([Cl:100])[CH:99]=2)[C:88]1=[O:89].[Cu].C1OC(=O)C2C(Cl)=C(Cl)C(Cl)=C(Cl)C1=2>>[Cu:1].[CH3:2][C:87]12[C:88](=[O:89])[N:90]([C:94]3[CH:95]=[C:96]([Cl:101])[CH:97]=[C:98]([Cl:100])[CH:99]=3)[C:91](=[O:92])[C:102]1([CH3:103])[CH2:86]2 |f:0.1,2.3.4,5.6,7.8,9.10|. Product: [Cu].CC12CC1(C(=O)N(C2=O)C=3C=C(C=C(C3)Cl)Cl)C (copper procymidone). Reactants: [Al+3], C1CCOC1, CCOCC, N#Cc1n[nH]c2nc(-c3ccc(F)cc3)c(-c3ccncc3)c(-c3ccc(F)cc3)c12, [H-], [H-], [H-], [H-], [Li+], [Na+], [OH-], O. The product is NCc1n[nH]c2nc(-c3ccc(F)cc3)c(-c3ccncc3)c(-c3ccc(F)cc3)c12. Reaction SMILES: [Al+3:2].[CH2:46]1[O:47][CH2:48][CH2:49][CH2:50]1.[CH3:40][CH2:41][O:42][CH2:43][CH3:44].[F:7][c:8]1[cH:9][cH:10][c:11](-[c:14]2[c:15]3[c:16]([n:17][c:18](-[c:26]4[cH:27][cH:28][c:29]([F:32])[cH:30][cH:31]4)[c:19]2-[c:20]2[cH:21][cH:22][n:23][cH:24][cH:25]2)[nH:33][n:34][c:35]3[C:36]#[N:37])[cH:12][cH:13]1.[H-:1].[H-:4].[H-:5].[H-:6].[Li+:3].[Na+:39].[OH-:38].[OH2:45]>>[F:7][c:8]1[cH:9][cH:10][c:11](-[c:14]2[c:15]3[c:16]([n:17][c:18](-[c:26]4[cH:27][cH:28][c:29]([F:32])[cH:30][cH:31]4)[c:19]2-[c:20]2[cH:21][cH:22][n:23][cH:24][cH:25]2)[nH:33][n:34][c:35]3[CH2:36][NH2:37])[cH:12][cH:13]1. Starting materials: C(C)OC(C(C)(C)SC(C)=O)=O (2-acetylsulfanyl-2-methyl-propionic acid ethyl ester), FC(CCOS(=O)(=O)C1=CC=C(C=C1)C)(F)F (toluene-4-sulfonic acid 3,3,3-trifluoro-propyl ester), C[O-].[Na+] (sodium methoxide). Solvent: C(C)O (ethanol). The product is C(C)OC(C(C)(SCCC(F)(F)F)C)=O (2-methyl-2-(3,3,3-trifluoro-propylsulfanyl)-propionic acid ethyl ester). Yield: 82.6%. RXN SMILES: [CH2:1]([O:3][C:4](=[O:12])[C:5]([S:8][C:9](=O)[CH3:10])([CH3:7])[CH3:6])[CH3:2].[F:13][C:14]([F:29])([F:28])CCOS(C1C=CC(C)=CC=1)(=O)=O.C[O-].[Na+]>C(O)C>[CH2:1]([O:3][C:4](=[O:12])[C:5]([CH3:7])([S:8][CH2:9][CH2:10][C:14]([F:29])([F:28])[F:13])[CH3:6])[CH3:2] |f:2.3|. Procedure details: A solution of 2-acetylsulfanyl-2-methyl-propionic acid ethyl ester (1.7 g, 8.72 mmol), toluene-4-sulfonic acid 3,3,3-trifluoro-propyl ester (2.3 g, 8.72 mmol) and sodium methoxide (1.9 g, 34.9 mmol) in ethanol (13 mL) are heated to 130° C. in a sealed tube for 4 h. The reaction is cooled to room temperature and concentrated under reduced pressure. The residue is diluted with DCM and washed with saturated aqueous NaHCO3 solution and brine. The organic layer is dried (Na2SO4), filtered and the fil...